This data is from the Open Reaction Database (ORD), a public repository of structured organic reaction records. The task is: describe an organic reaction: reactants, conditions, products, and yield Starting materials: CCOC(Cc1ccc(OCc2csc(-c3ccc(Cl)cc3)n2)cc1C)C(=O)OC, [Li+], [OH-]. Product: CCOC(Cc1ccc(OCc2csc(-c3ccc(Cl)cc3)n2)cc1C)C(=O)O. Reaction SMILES: [CH3:1][O:2][C:3]([CH:4]([CH2:5][c:6]1[c:7]([CH3:26])[cH:8][c:9]([O:12][CH2:13][c:14]2[n:15][c:16](-[c:19]3[cH:20][cH:21][c:22]([Cl:25])[cH:23][cH:24]3)[s:17][cH:18]2)[cH:10][cH:11]1)[O:27][CH2:28][CH3:29])=[O:30].[Li+:32].[OH-:31]>>[O:2]=[C:3]([CH:4]([CH2:5][c:6]1[c:7]([CH3:26])[cH:8][c:9]([O:12][CH2:13][c:14]2[n:15][c:16](-[c:19]3[cH:20][cH:21][c:22]([Cl:25])[cH:23][cH:24]3)[s:17][cH:18]2)[cH:10][cH:11]1)[O:27][CH2:28][CH3:29])[OH:30]. Yields the product CCCCCCCCCCCCCCCCCCOCC(CN)OC(C)=O, Cl. Reaction SMILES: [C:2]([CH3:3])(=[O:4])[O:5][CH:6]([CH2:7][O:8][CH2:9][CH2:10][CH2:11][CH2:12][CH2:13][CH2:14][CH2:15][CH2:16][CH2:17][CH2:18][CH2:19][CH2:20][CH2:21][CH2:22][CH2:23][CH2:24][CH2:25][CH3:26])[CH2:27][NH:28][CH3:29].[CH3:30][CH2:31][CH2:32][CH2:33][CH2:34][CH3:35].[ClH:1]>>[C:2]([CH3:3])(=[O:4])[O:5][CH:6]([CH2:7][O:8][CH2:9][CH2:10][CH2:11][CH2:12][CH2:13][CH2:14][CH2:15][CH2:16][CH2:17][CH2:18][CH2:19][CH2:20][CH2:21][CH2:22][CH2:23][CH2:24][CH2:25][CH3:26])[CH2:27][NH2:28].[ClH:1]. Starting materials: CCCCCCCCCCCCCCCCCCOCC(CNC)OC(C)=O, CCCCCC, Cl. Procedure: Thiosemicarbazide (2.30 g, 25.2 mmol) was added to a solution of N-benzyl-4-oxo-4-phenyl-butyramide (4.12 g, 15.4 mmol), prepared in the previous step, in 100 ml of methanol plus 4.2 ml of 1 N HCl plus 4.2 ml of water and the reaction stirred at room temperature for 20 hours. The reaction was cooled in an ice bath and a white solid precipitated. The solid was collected by filtration and dried to give 4.61 g of a white solid. Recrystallization of the solid from ethyl acetate-methanol gave the tit... The yield is 87.9%. Starting materials: NNC(=S)N (Thiosemicarbazide), C(C1=CC=CC=C1)NC(CCC(C1=CC=CC=C1)=O)=O (N-benzyl-4-oxo-4-phenyl-butyramide), Cl (HCl), O (water). The product is NC(=S)NN=C(CCC(=O)NCC1=CC=CC=C1)C1=CC=CC=C1 (4- [(Aminothioxomethyl)-hydrazono]-N-benzyl-4-phenylbutanamide). Reaction SMILES: [NH2:1][NH:2][C:3]([NH2:5])=[S:4].[CH2:6]([NH:13][C:14](=[O:25])[CH2:15][CH2:16][C:17](=O)[C:18]1[CH:23]=[CH:22][CH:21]=[CH:20][CH:19]=1)[C:7]1[CH:12]=[CH:11][CH:10]=[CH:9][CH:8]=1.Cl.O>CO>[NH2:5][C:3]([NH:2][N:1]=[C:17]([C:18]1[CH:19]=[CH:20][CH:21]=[CH:22][CH:23]=1)[CH2:16][CH2:15][C:14]([NH:13][CH2:6][C:7]1[CH:8]=[CH:9][CH:10]=[CH:11][CH:12]=1)=[O:25])=[S:4]. The solvent is CO (methanol). Starting materials: CCCc1c(Cc2ccc(-c3ccccc3-c3noc(=O)[nH]3)cc2)c(=O)n(CC(C)=O)c2nc(C)nn12, CCOC(C)=O, Cl, Cl, CON, O, c1ccncc1. The product is CCCc1c(Cc2ccc(-c3ccccc3-c3noc(=O)[nH]3)cc2)c(=O)n(CC(C)=NOC)c2nc(C)nn12. As a reaction SMILES: [CH3:1][c:2]1[n:3][n:4]2[c:5]([n:6]([CH2:33][C:34]([CH3:35])=[O:36])[c:7](=[O:32])[c:8]([CH2:13][c:14]3[cH:15][cH:16][c:17](-[c:20]4[c:21](-[c:26]5[n:27][o:28][c:29](=[O:31])[nH:30]5)[cH:22][cH:23][cH:24][cH:25]4)[cH:18][cH:19]3)[c:9]2[CH2:10][CH2:11][CH3:12])[n:37]1.[CH3:50][CH2:51][O:52][C:53](=[O:54])[CH3:55].[ClH:38].[ClH:48].[NH2:39][O:40][CH3:41].[OH2:49].[cH:42]1[cH:43][cH:44][n:45][cH:46][cH:47]1>>[CH3:1][c:2]1[n:3][n:4]2[c:5]([n:6]([CH2:33][C:34]([CH3:35])=[N:39][O:40][CH3:41])[c:7](=[O:32])[c:8]([CH2:13][c:14]3[cH:15][cH:16][c:17](-[c:20]4[c:21](-[c:26]5[n:27][o:28][c:29](=[O:31])[nH:30]5)[cH:22][cH:23][cH:24][cH:25]4)[cH:18][cH:19]3)[c:9]2[CH2:10][CH2:11][CH3:12])[n:37]1. The reactants are C(CCC)[Li] (n-butyllithium), [Cl-].[NH4+] (ammonium chloride), BrC1=C(C=C(C(=C1)C(F)(F)F)OC)C1=C(C=CC(=C1)C(C)C)OC (2-Bromo-5′-isopropyl-5,2′-dimethoxy-4-trifluoromethyl-biphenyl), CN(C=O)C (N,N-dimethylformamide). Solvent: CCCCCC (hexane), C(C)(=O)OCC (ethyl acetate), O1CCCC1 (tetrahydrofuran). Reaction conditions: time 1 hour. Product: C(C)(C)C=1C=CC(=C(C1)C=1C(=CC(=C(C1)OC)C(F)(F)F)C=O)OC (5′-isopropyl-5,2′-dimethoxy-4-trifluoromethyl-biphenyl-2-carbaldehyde). RXN SMILES: Br[C:2]1[CH:7]=[C:6]([C:8]([F:11])([F:10])[F:9])[C:5]([O:12][CH3:13])=[CH:4][C:3]=1[C:14]1[CH:19]=[C:18]([CH:20]([CH3:22])[CH3:21])[CH:17]=[CH:16][C:15]=1[O:23][CH3:24].C([Li])CCC.CN(C)[CH:32]=[O:33].[Cl-].[NH4+]>O1CCCC1.CCCCCC.C(OCC)(=O)C>[CH:20]([C:18]1[CH:17]=[CH:16][C:15]([O:23][CH3:24])=[C:14]([C:3]2[C:2]([CH:32]=[O:33])=[CH:7][C:6]([C:8]([F:9])([F:11])[F:10])=[C:5]([O:12][CH3:13])[CH:4]=2)[CH:19]=1)([CH3:22])[CH3:21] |f:3.4|. Procedure: 2-Bromo-5′-isopropyl-5,2′-dimethoxy-4-trifluoromethyl-biphenyl (1.29 g) is dissolved in dry tetrahydrofuran (30 ml) and thereto is added dropwise 1.6M n-butyllithium in hexane at −78° C., and the mixture is stirred for 1 hour and thereto is added N,N-dimethylformamide (1.2 ml), and the mixture is stirred for 1.5 hours. To the reaction solution are added a saturated aqueous ammonium chloride solution and ethyl acetate, and the mixture is separated, and the organic layer is washed with a saturated... Reactants: BrCCC(c1ccccc1)c1ccccc1, O=C([O-])[O-], CC#N, [K+], [K+], CC(C)(C)OC(=O)N1CCC(CCN)CC1. Product: CC(C)(C)OC(=O)N1CCC(CCNCCC(c2ccccc2)c2ccccc2)CC1. RXN SMILES: [Br:1][CH2:2][CH2:3][CH:4]([c:5]1[cH:6][cH:7][cH:8][cH:9][cH:10]1)[c:11]1[cH:12][cH:13][cH:14][cH:15][cH:16]1.[C:33](=[O:34])([O-:35])[O-:36].[CH3:39][C:40]#[N:41].[K+:37].[K+:38].[NH2:17][CH2:18][CH2:19][CH:20]1[CH2:21][CH2:22][N:23]([C:26](=[O:27])[O:28][C:29]([CH3:30])([CH3:31])[CH3:32])[CH2:24][CH2:25]1>>[CH2:2]([CH2:3][CH:4]([c:5]1[cH:6][cH:7][cH:8][cH:9][cH:10]1)[c:11]1[cH:12][cH:13][cH:14][cH:15][cH:16]1)[NH:17][CH2:18][CH2:19][CH:20]1[CH2:21][CH2:22][N:23]([C:26](=[O:27])[O:28][C:29]([CH3:30])([CH3:31])[CH3:32])[CH2:24][CH2:25]1.